This data is from the Open Reaction Database (ORD), a public repository of structured organic reaction records. The task is: describe an organic reaction: reactants, conditions, products, and yield The reactants are FC(F)(F)C(F)(F)C(F)(F)C(F)(F)CCCCOc1ccc(Br)cc1, C=CCCO, Oc1ccc(-c2ccc(OCCCCC(F)(F)C(F)(F)C(F)(F)C(F)(F)F)c(F)c2F)cc1, CCOC(=O)N=NC(=O)OCC, c1ccc(P(c2ccccc2)c2ccccc2)cc1. Yields the product C=CCCOc1ccc(-c2ccc(OCCCCC(F)(F)C(F)(F)C(F)(F)C(F)(F)F)c(F)c2F)cc1. RXN SMILES: [Br:70][c:71]1[cH:72][cH:73][c:74]([O:75][CH2:76][CH2:77][CH2:78][CH2:79][C:80]([F:81])([F:82])[C:83]([F:84])([F:85])[C:86]([F:87])([F:88])[C:89]([F:90])([F:91])[F:92])[cH:93][cH:94]1.[CH2:13]([CH2:14][CH:15]=[CH2:16])[OH:17].[F:18][c:19]1[c:20](-[c:44]2[cH:45][cH:46][c:47]([OH:50])[cH:48][cH:49]2)[cH:21][cH:22][c:23]([O:26][CH2:27][CH2:28][CH2:29][CH2:30][C:31]([C:32]([C:33]([C:34]([F:35])([F:36])[F:37])([F:38])[F:39])([F:40])[F:41])([F:42])[F:43])[c:24]1[F:25].[O:1]=[C:2]([O:3][CH2:4][CH3:5])[N:6]=[N:7][C:8]([O:9][CH2:10][CH3:11])=[O:12].[c:51]1([P:52]([c:53]2[cH:54][cH:55][cH:56][cH:57][cH:58]2)[c:59]2[cH:60][cH:61][cH:62][cH:63][cH:64]2)[cH:65][cH:66][cH:67][cH:68][cH:69]1>>[CH2:13]([CH2:14][CH:15]=[CH2:16])[O:17][c:47]1[cH:46][cH:45][c:44](-[c:20]2[c:19]([F:18])[c:24]([F:25])[c:23]([O:26][CH2:27][CH2:28][CH2:29][CH2:30][C:31]([C:32]([C:33]([C:34]([F:35])([F:36])[F:37])([F:38])[F:39])([F:40])[F:41])([F:42])[F:43])[cH:22][cH:21]2)[cH:49][cH:48]1. Starting materials: C(C)OC(=O)C1=C[C@H]([C@H]([C@@H](C1)N)O)OC(CC)CC ((3R,4S,5R)-5-amino-3-(1-ethylpropoxy)-4-hydroxycyclohexene-1-carboxylic acid ethyl ester), [Na+].C(=O)C1=C(C=CC=C1)S(=O)(=O)[O-] (2-formylbenzenesulfonic acid sodium salt). Run in C(C)O (ethanol). Yields the product [Na+].C(C)OC(=O)C=1C[C@H]([C@@H]([C@@H](C1)OC(CC)CC)O)N=CC1=C(C=CC=C1)S(=O)(=O)[O-] ((1R,5R,6S)-2-{[3-ethoxycarbonyl-5-(1-ethyl-propoxy)-6-hydroxy-cyclohex-3-enylimino]-methyl}-benzenesulfonic acid sodium salt). Yield: 99.4%. RXN SMILES: [CH2:1]([O:3][C:4]([C:6]1[CH2:11][C@@H:10]([NH2:12])[C@H:9]([OH:13])[C@H:8]([O:14][CH:15]([CH2:18][CH3:19])[CH2:16][CH3:17])[CH:7]=1)=[O:5])[CH3:2].[Na+:20].[CH:21]([C:23]1[CH:28]=[CH:27][CH:26]=[CH:25][C:24]=1[S:29]([O-:32])(=[O:31])=[O:30])=O>C(O)C>[Na+:20].[CH2:1]([O:3][C:4]([C:6]1[CH2:11][C@@H:10]([N:12]=[CH:21][C:23]2[CH:28]=[CH:27][CH:26]=[CH:25][C:24]=2[S:29]([O-:32])(=[O:31])=[O:30])[C@H:9]([OH:13])[C@H:8]([O:14][CH:15]([CH2:16][CH3:17])[CH2:18][CH3:19])[CH:7]=1)=[O:5])[CH3:2] |f:1.2,4.5|. Reported procedure: To a stirred suspension of 27.1 g (100 mmol) (3R,4S,5R)-5-amino-3-(1-ethylpropoxy)-4-hydroxycyclohexene-1-carboxylic acid ethyl ester and 20.8 g (100 mmol) 2-formylbenzenesulfonic acid sodium salt in 270 ml ethanol was heated to reflux under argon for 2 hours. The brown, turbid reaction mixture was evaporated in a rotary evaporator and the residue was treated twice with 135 ml of ethyl acetate and evaporated in a rotary evaporator at 50° C. to dryness to yield 45.88 g (99%) of (1R,5R,6S)-2-{[3-e... Reactants: Fc1cc(F)cc(Br)c1, COCCn1ccc(NC(=O)c2nc(C)ccc2N)n1, [Pd]. Product: COCCn1ccc(NC(=O)c2nc(C)ccc2Nc2cc(F)cc(F)c2)n1. RXN SMILES: [Br:21][c:22]1[cH:23][c:24]([F:29])[cH:25][c:26]([F:28])[cH:27]1.[CH3:1][O:2][CH2:3][CH2:4][n:5]1[n:6][c:7]([NH:10][C:11](=[O:12])[c:13]2[n:14][c:15]([CH3:20])[cH:16][cH:17][c:18]2[NH2:19])[cH:8][cH:9]1.[Pd:30]>>[CH3:1][O:2][CH2:3][CH2:4][n:5]1[n:6][c:7]([NH:10][C:11](=[O:12])[c:13]2[n:14][c:15]([CH3:20])[cH:16][cH:17][c:18]2[NH:19][c:22]2[cH:23][c:24]([F:29])[cH:25][c:26]([F:28])[cH:27]2)[cH:8][cH:9]1. Starting materials: ClC1=CC=C(C=C1)N1CCN(CC1)S(=O)(=O)\C=C\CCC=1C=NC=C(C1)Cl (1-(4-chlorophenyl)-4-{[(1E)-4-(5-chloropyridin-3-yl)but-1-enyl]sulfonyl}piperazine), NO (hydroxylamine). Run in C1CCOC1 (THF). Run at time 3 hour. Yields the product ClC1=CC=C(C=C1)N1CCN(CC1)S(=O)(=O)CC(CCC=1C=NC=C(C1)Cl)NO (1-(4-chlorophenyl)-4-{[4-(5-chloropyridin-3-yl)-2-(hydroxyamino)butyl]sulfonyl}piperazine). As a reaction SMILES: [Cl:1][C:2]1[CH:7]=[CH:6][C:5]([N:8]2[CH2:13][CH2:12][N:11]([S:14](/[CH:17]=[CH:18]/[CH2:19][CH2:20][C:21]3[CH:22]=[N:23][CH:24]=[C:25]([Cl:27])[CH:26]=3)(=[O:16])=[O:15])[CH2:10][CH2:9]2)=[CH:4][CH:3]=1.[NH2:28][OH:29]>C1COCC1>[Cl:1][C:2]1[CH:7]=[CH:6][C:5]([N:8]2[CH2:9][CH2:10][N:11]([S:14]([CH2:17][CH:18]([NH:28][OH:29])[CH2:19][CH2:20][C:21]3[CH:22]=[N:23][CH:24]=[C:25]([Cl:27])[CH:26]=3)(=[O:15])=[O:16])[CH2:12][CH2:13]2)=[CH:4][CH:3]=1. Procedure: To a stirred solution of 1-(4-chlorophenyl)-4-{[(1E)-4-(5-chloropyridin-3-yl)but-1-enyl]sulfonyl}piperazine (crude from previous step), in THF (10 mL) at RT was added a solution of hydroxylamine (2 mL, 50% aqueous solution in water). The reaction was stirred for 3 hours at RT before being quenched with saturated aqueous ammonium chloride solution (5 mL). The layers were separated and the aqueous phase extracted with ethyl acetate (3×10 mL). The combined organic extracts were then dried, (MgSO4),...